Dataset: the Open Reaction Database (ORD), a public repository of structured organic reaction records. Task: describe an organic reaction: reactants, conditions, products, and yield Run at time 2 hour. Yields the product CC1=C(C=NN1C1=NC=C(C=C1)C(F)(F)F)C(=O)N (5-Methyl-1-[5-(trifluoromethyl)pyridin-2-yl]-1H-pyrazole-4-carboxamide). Solvent: ClCCl (dichloromethane), O1CCCC1 (tetrahydrofuran). Procedure details: To a solution of 5-methyl-1-[5-(trifluoromethyl)pyridin-2-yl]-1H-pyrazole-4-carboxylic acid (2.07 g) described in Reference Example 8 in dichloromethane (50 ml) were added oxalyl chloride (2.62 ml) and N,N-dimethylformamide (catalytic amount) at room temperature, stirred at room temperature for 2 hours, and then the solvent and an excess amount of oxalyl chloride were evaporated. To the obtained reaction mixture was added tetrahydrofuran (50 ml), then 28% ammonia aqueous solution (30 ml) was add... As a reaction SMILES: [CH3:1][C:2]1[N:6]([C:7]2[CH:12]=[CH:11][C:10]([C:13]([F:16])([F:15])[F:14])=[CH:9][N:8]=2)[N:5]=[CH:4][C:3]=1[C:17]([OH:19])=O.C(Cl)(=O)C(Cl)=O.C[N:27](C)C=O.[NH4+].[OH-]>ClCCl.O1CCCC1>[CH3:1][C:2]1[N:6]([C:7]2[CH:12]=[CH:11][C:10]([C:13]([F:16])([F:15])[F:14])=[CH:9][N:8]=2)[N:5]=[CH:4][C:3]=1[C:17]([NH2:27])=[O:19] |f:3.4|. Reactants: CC1=C(C=NN1C1=NC=C(C=C1)C(F)(F)F)C(=O)O (5-methyl-1-[5-(trifluoromethyl)pyridin-2-yl]-1H-pyrazole-4-carboxylic acid), [NH4+].[OH-] (ammonia aqueous), C(C(=O)Cl)(=O)Cl (oxalyl chloride), CN(C=O)C (N,N-dimethylformamide). Starting materials: C1OC=2C=C(C=CC2O1)B(O)O (3,4-methylenedioxyphenylboronic acid), BrC1=C(SC=C1)S(=O)(=O)N1C=CC=C1 (N-(3-bromothiophene-2-sulfonyl)pyrrole). Yields the product C1OC=2C=C(C=CC2O1)C1=C(SC=C1)S(=O)(=O)N1C=CC=C1 (N-{[3-(3,4-methylenedioxy)phenyl]thiophene-2-sulfonyl}pyrrole). The yield is 90.0%. Reaction SMILES: [CH2:1]1[O:9][C:8]2[CH:7]=[CH:6][C:5](B(O)O)=[CH:4][C:3]=2[O:2]1.Br[C:14]1[CH:18]=[CH:17][S:16][C:15]=1[S:19]([N:22]1[CH:26]=[CH:25][CH:24]=[CH:23]1)(=[O:21])=[O:20]>>[CH2:1]1[O:9][C:8]2[CH:7]=[CH:6][C:5]([C:14]3[CH:18]=[CH:17][S:16][C:15]=3[S:19]([N:22]3[CH:26]=[CH:25][CH:24]=[CH:23]3)(=[O:20])=[O:21])=[CH:4][C:3]=2[O:2]1. Procedure: N-{[3-(3,4-methylenedioxy)phenyl]thiophene-2-sulfonyl}pyrrole was prepared in the same manner as described in Example 32C using 3,4-methylenedioxyphenylboronic acid and N-(3-bromothiophene-2-sulfonyl)pyrrole. The crude product was purified by flash column chromatography on silica gel using 2% EtOAc in hexane as the eluent resulting in N-{[3-(3,4-methylenedioxy)phenyl]thiophene-2-sulfonyl}pyrrole in a 90% yield. Starting materials: OC1=CC=CC2=C1C(C=C(O2)C(=O)OCC)=O (5-hydroxy-4-oxo-4H-1-benzopyran-2-carboxylic acid, ethyl ester), ICCC(C)C (1-iodo-3-methylbutane), C([O-])([O-])=O.[K+].[K+] (potassium carbonate), CC(=O)C (acetone). Solvent: C(Cl)(Cl)Cl (chloroform), C([O-])(O)=O.[Na+] (sodium bicarbonate). Yields the product CC(CCOC1=CC=CC2=C1C(C=C(O2)C(=O)O)=O)C (5-(3-methyl-n-butoxy)-4-oxo-4H-1-benzopyran-2-carboxylic acid). RXN SMILES: [OH:1][C:2]1[C:7]2[C:8](=[O:17])[CH:9]=[C:10]([C:12]([O:14]CC)=[O:13])[O:11][C:6]=2[CH:5]=[CH:4][CH:3]=1.I[CH2:19][CH2:20][CH:21]([CH3:23])[CH3:22].C(=O)([O-])[O-].[K+].[K+].CC(C)=O>C(Cl)(Cl)Cl.C(=O)(O)[O-].[Na+]>[CH3:22][CH:21]([CH3:23])[CH2:20][CH2:19][O:1][C:2]1[C:7]2[C:8](=[O:17])[CH:9]=[C:10]([C:12]([OH:14])=[O:13])[O:11][C:6]=2[CH:5]=[CH:4][CH:3]=1 |f:2.3.4,7.8|. Reported procedure: A mixture of 23.4parts of 5-hydroxy-4-oxo-4H-1-benzopyran-2-carboxylic acid, ethyl ester, 19.8 partsof 1-iodo-3-methylbutane, 11.65 parts of anhydrous potassium carbonate and 500 parts of acetone was refluxed for thirteen days. After cooling, the reaction mixture was filtered and the volatile components of the filtrate were removed by evaporation to give a residue which was dissolved in chloroform. The chloroform extract was washed with cold N sodium hydroxide solution, then with water and evapo... The reactants are NC=1C(=C(C#N)C=CC1[N+](=O)[O-])O (3-Amino-2-hydroxy-4-nitro-benzonitrile), C(C)(OCC)(OCC)OCC (triethyl orthoacetate), C1(=CC=C(C=C1)S(=O)(=O)[O-])C.[NH+]1=CC=CC=C1 (pyridinium p-toluenesulfonate). The solvent is C=1(C(=CC=CC1)C)C (xylene). Yields the product CC=1OC2=C(N1)C(=CC=C2C#N)[N+](=O)[O-] (2-Methyl-4-nitro-benzoxazole-7-carbonitrile). Yield: 70.3%. As a reaction SMILES: [NH2:1][C:2]1[C:3]([OH:13])=[C:4]([CH:7]=[CH:8][C:9]=1[N+:10]([O-:12])=[O:11])[C:5]#[N:6].[C:14](OCC)(OCC)(OCC)[CH3:15].C1(C)C=CC(S([O-])(=O)=O)=CC=1.[NH+]1C=CC=CC=1>C1(C)C(C)=CC=CC=1>[CH3:14][C:15]1[O:13][C:3]2[C:4]([C:5]#[N:6])=[CH:7][CH:8]=[C:9]([N+:10]([O-:12])=[O:11])[C:2]=2[N:1]=1 |f:2.3|. Procedure details: To a solution of 11A (0.2 g, 1.12 mmol) in xylene (6 mL) was added triethyl orthoacetate (0.62 mL, 3.35 mmol) and pyridinium p-toluenesulfonate (0.04 g, 1.12 mmol). The mixture was refluxed for 3 h, then allowed to cool to rt and partitioned between H2O and EtOAc. The separated EtOAc layer was concentrated under reduced pressure and the residue was chromatographed eluting with 20% EtOAc in hexane to afford compound 11B (0.16 g) as a solid. The reactants are CC1(C(C1C=CC(=O)OCC1CC1)C(=O)O)C (2,2-dimethyl-3-(3-cyclopropylmethoxy-3-oxo-1-propenyl) cyclopropane-carboxylic acid), (3-propyn-2-yl-2,5-dioxo-imidazolidinyl)-methanol. Run in C1=CC=CC=C1 (benzene). Product: CC1(C(C1C=CC(=O)OCC1CC1)C(=O)O)C (2,2-dimethyl-3-(3-cyclopropylmethoxy-3-oxo-1-propenyl) cyclopropane-carboxylic acid), CC1(C(C1C=CC(=O)OC)C(=O)[O-])C (2,2-dimethyl-3-(3-methoxy-3-oxo-1-propenyl)-cyclopropane-carboxylate). As a reaction SMILES: [CH3:1][C:2]1([CH3:17])[CH:4]([CH:5]=[CH:6][C:7]([O:9][CH2:10][CH:11]2[CH2:13][CH2:12]2)=[O:8])[CH:3]1[C:14]([OH:16])=[O:15]>C1C=CC=CC=1>[CH3:1][C:2]1([CH3:17])[CH:4]([CH:5]=[CH:6][C:7]([O:9][CH2:10][CH:11]2[CH2:13][CH2:12]2)=[O:8])[CH:3]1[C:14]([OH:16])=[O:15].[CH3:1][C:2]1([CH3:17])[CH:4]([CH:5]=[CH:6][C:7]([O:9][CH3:10])=[O:8])[CH:3]1[C:14]([O-:16])=[O:15]. Reported procedure: Using the procedure of Example 9, (1R, cis, ΔZ) 2,2-dimethyl-3-(3-methoxy-3-oxo-1-propenyl)-cyclopropane-carboxylic acid and (3-propyn-2-yl-2,5-dioxo-imidazolidinyl)-methanol were reacted to obtain (3-propyn-2-yl-2,5-dioxo-imidazolidinyl)-methyl (1R, cis, ΔZ) 2,2-dimethyl-3-(3-methoxy-3-oxo-1-propenyl)-cyclopropane-carboxylate with a specific rotation of [α]D20 ≃+1° (c=0.5% in benzene). Starting materials: A4, O=C(C(=O)OCCC1=CC=CC=C1)C1=CC=CC=C1 (2-phenylethyl 2-oxo-2-phenylacetate), O=C(C(=O)OCCCCCCCCCC)C1=CC=CC=C1 (decyl 2-oxo-2-phenylacetate), ( I ). The solvent is O (water). Yields the product C1(=CC=CC=C1)CC=O (2-phenylacetaldehyde), C(CCCCCCCCC)=O (decanal). RXN SMILES: O=[C:2]([C:14]1[CH:19]=[CH:18][CH:17]=[CH:16][CH:15]=1)[C:3](OCCC1C=CC=CC=1)=[O:4].O=C(C1C=CC=CC=1)C([O:24][CH2:25][CH2:26][CH2:27][CH2:28][CH2:29][CH2:30][CH2:31][CH2:32][CH2:33][CH3:34])=O>O>[C:14]1([CH2:2][CH:3]=[O:4])[CH:19]=[CH:18][CH:17]=[CH:16][CH:15]=1.[CH:25](=[O:24])[CH2:26][CH2:27][CH2:28][CH2:29][CH2:30][CH2:31][CH2:32][CH2:33][CH3:34]. Procedure: The APC (1 ml) was added to a freshly prepared dispersion of microcapsules A4 or E10 (each 0.012 mmol with respect to the total amount of fragrance to be released). The sample was then diluted by adding demineralized tap water (9 ml). Reference samples, containing either 2-phenylethyl 2-oxo-2-phenylacetate or decyl 2-oxo-2-phenylacetate as the corresponding non-encapsulated pro-fragrance of formula (I) from the prior art (WO 99/60990, obtained as described in Example 1) or unmodified 2-phenylace... The reactants are C(#N)C=1C=CC2=C(N=C(O2)C(CC(=O)O)C2=C3C=CNC3=C(C=C2OC)C)C1 ((±)-3-(5-Cyanobenzo[d]oxazol-2-yl)-3-(5-methoxy-7-methyl-1H-indol-4-yl)propanoic acid), CO (MeOH), C1CCC(CC1)N=C=NC2CCCCC2 (DCC). The reagents and catalysts are CN(C)C=1C=CN=CC1 (DMAP). Solvent: C(Cl)Cl (DCM). Run at time 8 hour. Product: C(#N)C=1C=CC2=C(N=C(O2)C(CC(=O)OC)C2=C3C=CNC3=C(C=C2OC)C)C1 ((±)-Methyl 3-(5-cyanobenzo[d]oxazol-2-yl)-3-(5-methoxy-7-methyl-1H-indol-4-yl)propanoate). RXN SMILES: [C:1]([C:3]1[CH:4]=[CH:5][C:6]2[O:10][C:9]([CH:11]([C:16]3[C:24]([O:25][CH3:26])=[CH:23][C:22]([CH3:27])=[C:21]4[C:17]=3[CH:18]=[CH:19][NH:20]4)[CH2:12][C:13]([OH:15])=[O:14])=[N:8][C:7]=2[CH:28]=1)#[N:2].CO.[CH2:31]1CCC(N=C=NC2CCCCC2)CC1>C(Cl)Cl.CN(C1C=CN=CC=1)C>[C:1]([C:3]1[CH:4]=[CH:5][C:6]2[O:10][C:9]([CH:11]([C:16]3[C:24]([O:25][CH3:26])=[CH:23][C:22]([CH3:27])=[C:21]4[C:17]=3[CH:18]=[CH:19][NH:20]4)[CH2:12][C:13]([O:15][CH3:31])=[O:14])=[N:8][C:7]=2[CH:28]=1)#[N:2]. Procedure: To a solution of (±)-3-(5-cyanobenzo[d]oxazol-2-yl)-3-(5-methoxy-7-methyl-1H-indol-4-yl)propanoic acid (Example 148-B) (60 mg, 0.160 mmol) in DCM (639 μl) were added MeOH (16.17 μl, 0.400 mmol), DMAP (3.91 mg, 0.032 mmol) and DCC (52.8 mg, 0.256 mmol) successively. The reaction mixture was stirred at rt overnight. The reaction mixture was quenched with a saturated solution of ammonium chloride, diluted with DCM and water and passed through a phase separator. The organic layer was concentrated to...